From a dataset of the Open Reaction Database (ORD), a public repository of structured organic reaction records. describe an organic reaction: reactants, conditions, products, and yield The reactants are CO, COC(=O)CCCCC=O, O, O=S(=O)(O)O. Yields the product O=CCCCCC(=O)O. Reaction SMILES: [CH3:17][OH:18].[CH:1](=[O:2])[CH2:3][CH2:4][CH2:5][CH2:6][C:7](=[O:8])[O:9][CH3:10].[OH2:11].[S:12](=[O:13])(=[O:14])([OH:15])[OH:16]>>[CH:1](=[O:2])[CH2:3][CH2:4][CH2:5][CH2:6][C:7](=[O:8])[OH:9]. Reactants: C1CCOC1, [Li]CCCC, Cc1ccc2sccc2c1, CCCCCC, CC(C)=O, [Cl-], Cl, [NH4+], [OH-], O, O=S(=O)(Cl)Cl. The product is Cc1ccc2sc(S(N)(=O)=O)cc2c1. As a reaction SMILES: [CH2:25]1[O:26][CH2:27][CH2:28][CH2:29]1.[CH3:11][CH2:12][CH2:13][CH2:14][Li:15].[CH3:1][c:2]1[cH:3][c:4]2[c:5]([s:6][cH:7][cH:8]2)[cH:9][cH:10]1.[CH3:30][CH2:31][CH2:32][CH2:33][CH2:34][CH3:35].[CH3:36][C:37](=[O:38])[CH3:39].[Cl-:21].[ClH:24].[NH4+:23].[OH-:22].[OH2:40].[S:16](=[O:17])(=[O:18])([Cl:19])[Cl:20]>>[CH3:1][c:2]1[cH:3][c:4]2[c:5]([s:6][c:7]([S:16](=[O:17])(=[O:18])[NH2:23])[cH:8]2)[cH:9][cH:10]1. Starting materials: C1CCNC1, C1CCOC1, CC(=O)O, CO, CC(C)N1CCN(c2nc3cc(C=O)ccc3s2)CC1. The product is CC(C)N1CCN(c2nc3cc(CN4CCCC4)ccc3s2)CC1. As a reaction SMILES: [CH2:21]1[CH2:22][CH2:23][NH:24][CH2:25]1.[CH2:32]1[O:33][CH2:34][CH2:35][CH2:36]1.[CH3:26][C:27](=[O:28])[OH:29].[CH3:30][OH:31].[CH:1]([CH3:2])([CH3:3])[N:4]1[CH2:5][CH2:6][N:7]([c:10]2[s:11][c:12]3[c:13]([n:14]2)[cH:15][c:16]([CH:19]=[O:20])[cH:17][cH:18]3)[CH2:8][CH2:9]1>>[CH:1]([CH3:2])([CH3:3])[N:4]1[CH2:5][CH2:6][N:7]([c:10]2[s:11][c:12]3[c:13]([n:14]2)[cH:15][c:16]([CH2:19][N:24]2[CH2:23][CH2:22][CH2:21][CH2:25]2)[cH:17][cH:18]3)[CH2:8][CH2:9]1. Starting materials: O=C([O-])[O-], CC(=O)[O-], CC(=O)[O-], C=CCNS(=O)(=O)CCC, CCOC(C)=O, B1C2CCCC1CCC2, [Cs+], [Cs+], CC(C)(C)OC(=O)NC1CCc2ccc(OS(=O)(=O)C(F)(F)F)cc2C1Cc1ccc(Cl)cc1, C1CCOC1, C1COCCO1, [Pd+2], c1ccc(P(c2ccccc2)c2ccccc2)cc1. The product is CCCS(=O)(=O)NCCCc1ccc2c(c1)C(Cc1ccc(Cl)cc1)C(NC(=O)OC(C)(C)C)CC2. Reaction SMILES: [C:73](=[O:74])([O-:75])[O-:76].[C:90]([O-:91])(=[O:92])[CH3:93].[C:95]([O-:96])(=[O:97])[CH3:98].[CH2:10]([CH:11]=[CH2:12])[NH:13][S:14](=[O:15])(=[O:16])[CH2:17][CH2:18][CH3:19].[CH3:84][CH2:85][O:86][C:87](=[O:88])[CH3:89].[CH:1]12[CH2:2][CH2:3][CH2:4][CH:5]([BH:6]1)[CH2:7][CH2:8][CH2:9]2.[Cs+:77].[Cs+:78].[F:20][C:21]([F:22])([F:23])[S:24]([O:25][c:26]1[cH:27][c:28]2[c:33]([cH:34][cH:35]1)[CH2:32][CH2:31][CH:30]([NH:36][C:37](=[O:38])[O:39][C:40]([CH3:41])([CH3:42])[CH3:43])[CH:29]2[CH2:44][c:45]1[cH:46][cH:47][c:48]([Cl:51])[cH:49][cH:50]1)(=[O:52])=[O:53].[O:79]1[CH2:80][CH2:81][CH2:82][CH2:83]1.[O:99]1[CH2:100][CH2:101][O:102][CH2:103][CH2:104]1.[Pd+2:94].[c:54]1([P:55]([c:56]2[cH:57][cH:58][cH:59][cH:60][cH:61]2)[c:62]2[cH:63][cH:64][cH:65][cH:66][cH:67]2)[cH:68][cH:69][cH:70][cH:71][cH:72]1>>[CH2:10]([CH2:11][CH2:12][c:26]1[cH:27][c:28]2[c:33]([cH:34][cH:35]1)[CH2:32][CH2:31][CH:30]([NH:36][C:37](=[O:38])[O:39][C:40]([CH3:41])([CH3:42])[CH3:43])[CH:29]2[CH2:44][c:45]1[cH:46][cH:47][c:48]([Cl:51])[cH:49][cH:50]1)[NH:13][S:14](=[O:15])(=[O:16])[CH2:17][CH2:18][CH3:19]. Product: CCOC(=O)C(CN)(O[SiH](C)C)C(C)C(C)(C)C. As a reaction SMILES: [CH2:1]([c:2]1[cH:3][cH:4][cH:5][cH:6][cH:7]1)[NH:8][CH2:9][C:10]([C:11](=[O:12])[O:13][CH2:14][CH3:15])([CH:16]([CH3:17])[C:18]([CH3:19])([CH3:20])[CH3:21])[O:22][SiH:23]([CH3:24])[CH3:25].[CH3:28][OH:29].[H:26][H:27]>>[NH2:8][CH2:9][C:10]([C:11](=[O:12])[O:13][CH2:14][CH3:15])([CH:16]([CH3:17])[C:18]([CH3:19])([CH3:20])[CH3:21])[O:22][SiH:23]([CH3:24])[CH3:25]. Reactants: CCOC(=O)C(CNCc1ccccc1)(O[SiH](C)C)C(C)C(C)(C)C, CO, [H][H]. The reactants are C(#N)C1=CN=C2C=CC(N(C2=C1)CCN1CCC(CC1)NC(OC(C)(C)C)=O)=O (1,1-dimethylethyl {1-[2-(7-cyano-2-oxo-1,5-naphthyridin-1(2H)-yl)ethyl]-4-piperidinyl}carbamate), C(=O)(C(F)(F)F)O (TFA). The solvent is C(Cl)Cl (DCM). Reaction conditions: time 1 hour. Product: N (NH3), NC1CCN(CC1)CCN1C=2C=C(C=NC2C=CC1=O)C#N (5-[2-(4-Amino-1-piperidinyl)ethyl]-6-oxo-5,6-dihydro-1,5-naphthyridine-3-carbonitrile). Yield: 139.7%. Reaction SMILES: [C:1]([C:3]1[CH:12]=[C:11]2[C:6]([CH:7]=[CH:8][C:9](=[O:29])[N:10]2[CH2:13][CH2:14][N:15]2[CH2:20][CH2:19][CH:18]([NH:21]C(=O)OC(C)(C)C)[CH2:17][CH2:16]2)=[N:5][CH:4]=1)#[N:2].C(O)(C(F)(F)F)=O>C(Cl)Cl>[NH3:2].[NH2:21][CH:18]1[CH2:17][CH2:16][N:15]([CH2:14][CH2:13][N:10]2[C:9](=[O:29])[CH:8]=[CH:7][C:6]3[N:5]=[CH:4][C:3]([C:1]#[N:2])=[CH:12][C:11]2=3)[CH2:20][CH2:19]1. Procedure details: To a solution of 1,1-dimethylethyl {1-[2-(7-cyano-2-oxo-1,5-naphthyridin-1(2H)-yl)ethyl]-4-piperidinyl}carbamate (0.411 g, 1.03 mmol) in DCM (16 ml) was added TFA (9 ml) and the reaction stirred at rt for 1 h. The solution was evaporated, dissolved in MeOH and passed through a column of Amberlyst A21 basic resin. The fractions containing the desired product were evaporated and the residue was subjected to column chromatography on silica gel using a DCM:MeOH:aq NH3 gradient to provide the desired... The reactants are C1=CC(=CC=C1[N+](=O)[O-])Cl (PNCB), C(CCCCCCCC=C)O (9-decenol), vinyl borate pinacol ester, C(C)OC(CCCCCCCC=C)OCC (9-decenal diethyl acetal). The product is C(CCCCCCCC=C)=O (9-decenal). As a reaction SMILES: C1C([N+]([O-])=O)=CC=C(Cl)C=1.C([O:13][CH:14](OCC)[CH2:15][CH2:16][CH2:17][CH2:18][CH2:19][CH2:20][CH2:21][CH:22]=[CH2:23])C.C(O)CCCCCCCC=C>>[CH:14](=[O:13])[CH2:15][CH2:16][CH2:17][CH2:18][CH2:19][CH2:20][CH2:21][CH:22]=[CH2:23]. Reported procedure: FIG. 40 shows a synthesis of PNCB which involves the cross-metathesis of vinyl borate pinacol ester (Matheson, D. S J Am Chem Soc (1960) 82, 4228-4233) with 9-decenal diethyl acetal (synthesized by the Swern oxidation of commercially available 9-decenol to yield 9-decenal, then protecting it as the acetal with ethanol and hydrochloric acid) with Catalyst 823 to yield the pinacol ester of 1-borodecenal diethyl acetal. This product was coupled with Z-1-iodohexene (Normant Org Syn VII, p 290-294) u...